This data is from the Open Reaction Database (ORD), a public repository of structured organic reaction records. The task is: describe an organic reaction: reactants, conditions, products, and yield Reactants: C(C)(=O)OC(C)=O (acetic anhydride), S(O)(O)(=O)=O (sulfuric acid), COC(=O)C1(C(CCC1)O)F (1-fluoro-2-hydroxycyclopentanecarboxylic acid methyl ester), 2a, ice water, 3a. Run at time 5 hour. Product: COC(=O)C1(C(CCC1)OC(C)=O)F (2-acetoxy-1-fluoro-1-cyclopentanecarboxylic acid methyl ester). Yield: 73.5%. As a reaction SMILES: [C:1]([O:4][C:5](=O)[CH3:6])(=[O:3])[CH3:2].S(=O)(=O)(O)O.[CH3:13][O:14][C:15]([C:17]1([F:23])CC[CH2:19][CH:18]1O)=[O:16]>>[CH3:13][O:14][C:15]([C:17]1([F:23])[CH2:18][CH2:19][CH2:6][CH:5]1[O:4][C:1](=[O:3])[CH3:2])=[O:16]. Procedure: 0.32 g (3 mmol) of acetic anhydride and a catalytic amount of concentrated sulfuric acid were added at room temperature to 0.5 g (3 mmol) of 1-fluoro-2-hydroxycyclopentanecarboxylic acid methyl ester in cis form (compound number 2a) synthesized in Example 1, and the mixture was stirred for 5 hours. The reaction solution was poured into ice water and extracted with ethyl acetate, and the extract was successively washed with saturated saline, a saturated aqueous sodium bicarbonate solution and sat... Solvent: C1CCOC1 (THF). Reaction conditions: time 3 hour. The product is FC1=C(C(=CC=2NC(=NC21)OC=2C=CC(=C(C(=O)O)C2)C)F)C=2C=C1C=CN(C1=CC2)C (5-[4,6-Difluoro-5-(1-methyl-1H-indol-5-yl)-1H-benzoimidazol-2-yloxy]-2-methyl-benzoic acid). Procedure: A solution of 5-[4,6-difluoro-5-(1-methyl-1H-indol-5-yl)-1H-benzoimidazol-2-yloxy]-2-methyl-benzoic acid methyl ester (655 mg, 1.464 mmol) in THF:MeOH:H2O (7 mL) was treated with sodium hydroxide (1N, 3 mL) at room temperature. After 3 h, another 3 mL of sodium hydroxide (1N) was added and stirred at room temperature for another 1.5 h, and at 50° C. for another 1.5 h. The cooled reaction solution was concentrated on a rotavapor and the resulting aqueous solution was neutralized with 1N hydrogen ... Starting materials: [OH-].[Na+] (sodium hydroxide), COC(C1=C(C=CC(=C1)OC1=NC2=C(N1)C=C(C(=C2F)C=2C=C1C=CN(C1=CC2)C)F)C)=O (5-[4,6-difluoro-5-(1-methyl-1H-indol-5-yl)-1H-benzoimidazol-2-yloxy]-2-methyl-benzoic acid methyl ester), CO (MeOH), O (H2O), [OH-].[Na+] (sodium hydroxide). RXN SMILES: C[O:2][C:3](=[O:33])[C:4]1[CH:9]=[C:8]([O:10][C:11]2[NH:15][C:14]3[CH:16]=[C:17]([F:31])[C:18]([C:21]4[CH:22]=[C:23]5[C:27](=[CH:28][CH:29]=4)[N:26]([CH3:30])[CH:25]=[CH:24]5)=[C:19]([F:20])[C:13]=3[N:12]=2)[CH:7]=[CH:6][C:5]=1[CH3:32].CO.O.[OH-].[Na+]>C1COCC1>[F:20][C:19]1[C:13]2[N:12]=[C:11]([O:10][C:8]3[CH:7]=[CH:6][C:5]([CH3:32])=[C:4]([CH:9]=3)[C:3]([OH:33])=[O:2])[NH:15][C:14]=2[CH:16]=[C:17]([F:31])[C:18]=1[C:21]1[CH:22]=[C:23]2[C:27](=[CH:28][CH:29]=1)[N:26]([CH3:30])[CH:25]=[CH:24]2 |f:3.4|. The product is NC1=CC(=NC=C1)N1CCC(CC1)COC1=CC=C(C=C1)NS(=O)(=O)C (N-[4-([1-(4-Amino-2-pyridyl)piperidin-4-yl]methoxy)phenyl]methanesulphonamide). RXN SMILES: [N+:1]([C:4]1[CH:9]=[CH:8][N:7]=[C:6]([N:10]2[CH2:15][CH2:14][CH:13]([CH2:16][O:17][C:18]3[CH:23]=[CH:22][C:21]([NH:24][S:25]([CH3:28])(=[O:27])=[O:26])=[CH:20][CH:19]=3)[CH2:12][CH2:11]2)[CH:5]=1)([O-])=O>C(O)C>[NH2:1][C:4]1[CH:9]=[CH:8][N:7]=[C:6]([N:10]2[CH2:11][CH2:12][CH:13]([CH2:16][O:17][C:18]3[CH:23]=[CH:22][C:21]([NH:24][S:25]([CH3:28])(=[O:27])=[O:26])=[CH:20][CH:19]=3)[CH2:14][CH2:15]2)[CH:5]=1. The yield is 92.5%. Reported procedure: A solution of N-[4-([1-(4-nitro-2-pyridyl)piperidin-4-yl]methoxy)phenyl]methanesulphonamide (see Preparation 5) (140 mg) in ethanol (50 ml) was hydrogenated at room temperature and 3.5 bar in the presence of 5% palladium on carbon until the required amount of hydrogen had been absorbed. The catalyst was filtered off and the filtrate was evaporated to give the product (120 mg), m.p. 213°-214° (from ethyl acetate/methanol). Solvent: C(C)O (ethanol). Starting materials: [N+](=O)([O-])C1=CC(=NC=C1)N1CCC(CC1)COC1=CC=C(C=C1)NS(=O)(=O)C (N-[4-([1-(4-nitro-2-pyridyl)piperidin-4-yl]methoxy)phenyl]methanesulphonamide). The reactants are [BH4-].[Na+] (sodium borohydride), Cl (hydrochloric acid), FC(CCS(=O)(=O)CC#N)(F)F ((3,3,3-trifluoropropylsulfonyl)acetonitrile), N1C(C(=O)O)CCC1 (DL-proline), C1(CCCC1)=O (cyclopentanone). Run in C(C)(=O)OCC (ethyl acetate), O (water), O1CCCC1 (tetrahydrofuran). Reaction conditions: temperature 0 celsius, time 6 hour. Product: C1(CCCC1)C(C#N)S(=O)(=O)CCC(F)(F)F (2-cyclopentyl-2-(3,3,3-trifluoropropylsulfonyl)acetonitrile). Yield: 359.8%. Reaction SMILES: [F:1][C:2]([F:12])([F:11])[CH2:3][CH2:4][S:5]([CH2:8][C:9]#[N:10])(=[O:7])=[O:6].N1[CH2:20][CH2:19][CH2:18][CH:14]1[C:15](O)=O.C1(=O)CCCC1.[BH4-].[Na+].Cl>C(OCC)(=O)C.O.O1CCCC1>[CH:15]1([CH:8]([S:5]([CH2:4][CH2:3][C:2]([F:1])([F:11])[F:12])(=[O:6])=[O:7])[C:9]#[N:10])[CH2:20][CH2:19][CH2:18][CH2:14]1 |f:3.4|. Reported procedure: A mixture of 1.00 g of (3,3,3-trifluoropropylsulfonyl)acetonitrile, 30 ml of tetrahydrofuran, 0.12 g of DL-proline and 1.01 g of cyclopentanone was heated and stirred for 6 hours under the reflux condition. The reaction mixture was cooled to 0° C., and 0.42 g of sodium borohydride was added thereto. The mixture was stirred at room temperature for 6 hours. After the reaction mixture was cooled to 0° C., 10 ml of water and 30 ml of ethyl acetate were added. While the mixture was stirred, 50 ml of ... Reactants: BrC1=CN=C(C=2N1C=CN2)Br (5,8-dibromoimidazo[1,2-a]pyrazine), NC1=CC=C(C=C1)S(=O)(=O)NCCN(CC)CC (4-amino-N-(2-diethylaminoethyl)benzenesulfonamide), CC1(C2=C(C(=CC=C2)P(C3=CC=CC=C3)C4=CC=CC=C4)OC5=C(C=CC=C51)P(C6=CC=CC=C6)C7=CC=CC=C7)C (Xantphos), C(=O)([O-])[O-].[Cs+].[Cs+] (Cs2CO3). The reagents and catalysts are C=1C=CC(=CC1)/C=C/C(=O)/C=C/C2=CC=CC=C2.C=1C=CC(=CC1)/C=C/C(=O)/C=C/C2=CC=CC=C2.C=1C=CC(=CC1)/C=C/C(=O)/C=C/C2=CC=CC=C2.[Pd].[Pd] (Pd2(dba)3). The solvent is O1CCOCC1 (dioxane). Conditions: temperature 85 celsius. The product is BrC1=CN=C(C=2N1C=CN2)NC2=CC=C(C=C2)S(=O)(=O)NCCN(CC)CC (4-(5-Bromoimidazo[1,2-a]pyrazin-8-ylamino)-N-(2-diethylaminoethyl)benzene sulfonamide). As a reaction SMILES: [Br:1][C:2]1[N:7]2[CH:8]=[CH:9][N:10]=[C:6]2[C:5](Br)=[N:4][CH:3]=1.[NH2:12][C:13]1[CH:18]=[CH:17][C:16]([S:19]([NH:22][CH2:23][CH2:24][N:25]([CH2:28][CH3:29])[CH2:26][CH3:27])(=[O:21])=[O:20])=[CH:15][CH:14]=1.CC1(C)C2C(=C(P(C3C=CC=CC=3)C3C=CC=CC=3)C=CC=2)OC2C(P(C3C=CC=CC=3)C3C=CC=CC=3)=CC=CC1=2.C([O-])([O-])=O.[Cs+].[Cs+]>O1CCOCC1.C1C=CC(/C=C/C(/C=C/C2C=CC=CC=2)=O)=CC=1.C1C=CC(/C=C/C(/C=C/C2C=CC=CC=2)=O)=CC=1.C1C=CC(/C=C/C(/C=C/C2C=CC=CC=2)=O)=CC=1.[Pd].[Pd]>[Br:1][C:2]1[N:7]2[CH:8]=[CH:9][N:10]=[C:6]2[C:5]([NH:12][C:13]2[CH:18]=[CH:17][C:16]([S:19]([NH:22][CH2:23][CH2:24][N:25]([CH2:28][CH3:29])[CH2:26][CH3:27])(=[O:20])=[O:21])=[CH:15][CH:14]=2)=[N:4][CH:3]=1 |f:3.4.5,7.8.9.10.11|. Procedure: A mixture of 5,8-dibromoimidazo[1,2-a]pyrazine (1.0 g, 3.6 mmol), 4-amino-N-(2-diethylaminoethyl)benzenesulfonamide (109 mg, 0.4 mmol), Pd2(dba)3 (7 mg, 0.007 mmol), Xantphos (8.4 mg, 0.015 mmol) and Cs2CO3 (167 mg, 0.52 mmol) in dioxane is heated at 85° C. under nitrogen for 18 hours. The reaction is cooled to room temperature then evaporated to dryness. The residue is chromatographed on silica gel, eluting with DCM then 98:2 DCM:NH3 (7N in MeOH), and the fractions containing the title compound... Reactants: NC1=C(C(=O)NCCCN2C(=NC=C2)C)C=CC=C1 (2-Amino-N-[3-(2-methylimidazol-1-yl)propyl]benzamide), ClC1=CC=C(C=C1)S(=O)(=O)Cl (4-chlorobenzenesulphonyl chloride). The solvent is N1=CC=CC=C1 (pyridine). Conditions: time 4 hour. The product is ClC1=CC=C(C=C1)S(=O)(=O)NC1=C(C(=O)NCCCN2C(=NC=C2)C)C=CC=C1 (2-(4-chlorobenzenesulphonamido)-N-[3-(2-methylimidazol-1-yl)propyl]benzamide), solid. Reaction SMILES: [NH2:1][C:2]1[CH:19]=[CH:18][CH:17]=[CH:16][C:3]=1[C:4]([NH:6][CH2:7][CH2:8][CH2:9][N:10]1[CH:14]=[CH:13][N:12]=[C:11]1[CH3:15])=[O:5].[Cl:20][C:21]1[CH:26]=[CH:25][C:24]([S:27](Cl)(=[O:29])=[O:28])=[CH:23][CH:22]=1>N1C=CC=CC=1>[Cl:20][C:21]1[CH:26]=[CH:25][C:24]([S:27]([NH:1][C:2]2[CH:19]=[CH:18][CH:17]=[CH:16][C:3]=2[C:4]([NH:6][CH2:7][CH2:8][CH2:9][N:10]2[CH:14]=[CH:13][N:12]=[C:11]2[CH3:15])=[O:5])(=[O:29])=[O:28])=[CH:23][CH:22]=1. Procedure: 2-Amino-N-[3-(2-methylimidazol-1-yl)propyl]benzamide (10.5 g) was dissolved in pyridine (50 ml) and 4-chlorobenzenesulphonyl chloride (12.35 g) was added in portions during five minutes. The temperature of the reaction mixture rose to 45° C. The solution was stirred at room temperature for 4 hours and the pyridine was evaporated in vacuo to give a brown oil. The oil was chromatographed on silica gel, eluting with a mixture of chloroform and methanol (19:1) to give 2-(4-chlorobenzenesulphonamido)...